The task is: describe an organic reaction: reactants, conditions, products, and yield. This data is from the Open Reaction Database (ORD), a public repository of structured organic reaction records. Reactants: OCC1C(C1C=C)C(=O)OCC (ethyl (1SR,2SR,3RS)-2-hydroxymethyl-3-vinylcyclopropane carboxylate). The reagents and catalysts are [Pd] (palladium on carbon). Run in CO (methanol). Reaction conditions: time 8 hour. Product: C(C)C1C(C1C(=O)OCC)CO (ethyl (1SR,2SR,3RS)-3-ethyl-2-hydroxymethylcyclopropane carboxylate). The yield is 75.0%. RXN SMILES: [OH:1][CH2:2][CH:3]1[CH:5]([CH:6]=[CH2:7])[CH:4]1[C:8]([O:10][CH2:11][CH3:12])=[O:9]>[Pd].CO>[CH2:6]([CH:5]1[CH:4]([C:8]([O:10][CH2:11][CH3:12])=[O:9])[CH:3]1[CH2:2][OH:1])[CH3:7]. Procedure details: A suspension of a mixture of ethyl (1SR,2SR,3RS)-2-hydroxymethyl-3-vinylcyclopropane carboxylate (500 mg, 2.94 mmol) and 5% palladium on carbon (70-mg) in methanol (25 mL) was stirred under hydrogen atmosphere overnight. The catalyst was then filtered off through celite and the solvent was removed under vacuo. The residue was purified by column chromatography using ethyl acetate and hexane 1:2 as eluent to give 380 mg (80% yield) of ethyl (1SR,2SR,3RS)-3-ethyl-2-hydroxymethylcyclopropane carboxy...